From a dataset of the Open Reaction Database (ORD), a public repository of structured organic reaction records. describe an organic reaction: reactants, conditions, products, and yield Reactants: [Na] (sodium), OCCCC(=O)O (4-hydroxybutyric acid), COC1=CC=C(C(C2=CC=C(C=C2)OC)(C2=CC=CC=C2)Cl)C=C1 (4,4′-dimethoxytrityl chloride), [N+](=O)([O-])C1=CC=C(C=C1)O (4-nitrophenol), C1(CCCCC1)N=C=NC1CCCCC1 (N,N′-dicyclohexylcarbodiimide). Solvent: N1=CC=CC=C1 (pyridine). Reaction conditions: temperature 22 celsius, time 16 hour. Yields the product COC1=CC=C(C(C2=CC=C(C=C2)OC)(C2=CC=CC=C2)OCCCC(=O)OC2=CC=C(C=C2)[N+](=O)[O-])C=C1 (4-Nitrophenyl 4-(4,4′-dimethoxytrityloxy)butyrate). Reaction SMILES: [Na].[OH:2][CH2:3][CH2:4][CH2:5][C:6]([OH:8])=[O:7].[CH3:9][O:10][C:11]1[CH:32]=[CH:31][C:14]([C:15](Cl)([C:24]2[CH:29]=[CH:28][CH:27]=[CH:26][CH:25]=2)[C:16]2[CH:21]=[CH:20][C:19]([O:22][CH3:23])=[CH:18][CH:17]=2)=[CH:13][CH:12]=1.[N+:33]([C:36]1[CH:41]=[CH:40][C:39](O)=[CH:38][CH:37]=1)([O-:35])=[O:34].C1(N=C=NC2CCCCC2)CCCCC1>N1C=CC=CC=1>[CH3:9][O:10][C:11]1[CH:32]=[CH:31][C:14]([C:15]([O:2][CH2:3][CH2:4][CH2:5][C:6]([O:8][C:39]2[CH:40]=[CH:41][C:36]([N+:33]([O-:35])=[O:34])=[CH:37][CH:38]=2)=[O:7])([C:24]2[CH:29]=[CH:28][CH:27]=[CH:26][CH:25]=2)[C:16]2[CH:21]=[CH:20][C:19]([O:22][CH3:23])=[CH:18][CH:17]=2)=[CH:13][CH:12]=1 |^1:0|. Reported procedure: The sodium salt of 4-hydroxybutyric acid (1.26 g; 10 mmol) is dissolved in anhydrous pyridine (30 ml), and 4,4′-dimethoxytrityl chloride (3.39 g; 3.05 mmol) is added. After 16 hours, 4-nitrophenol (1.39 g; 10 mmol) and N,N′-dicyclohexylcarbodiimide (2.06 g; 10 mmol) are added, and the mixture is stirred at 22° C. for a further 48 hours. The precipitated dicyclohexylurea is filtered off and washed with dichloromethane. The filtrate is concentrated and the resulting residue is coevaporated twice w... The reactants are O=C(NC(CS(=O)(=O)Cl)C(=O)OCc1ccccc1)OCc1ccccc1, C1COCCN1, CC#N, CCN(C(C)C)C(C)C, ClCCl. Yields the product O=C(NC(CS(=O)(=O)N1CCOCC1)C(=O)OCc1ccccc1)OCc1ccccc1. Reaction SMILES: [CH2:16]([c:17]1[cH:18][cH:19][cH:20][cH:21][cH:22]1)[O:23][C:24]([CH:25]([CH2:26][S:27](=[O:28])(=[O:29])[Cl:30])[NH:31][C:32](=[O:33])[O:34][CH2:35][c:36]1[cH:37][cH:38][cH:39][cH:40][cH:41]1)=[O:42].[CH2:1]1[CH2:2][O:3][CH2:4][CH2:5][NH:6]1.[CH3:43][C:44]#[N:45].[CH:7]([N:8]([CH:9]([CH3:10])[CH3:11])[CH2:12][CH3:13])([CH3:14])[CH3:15].[Cl:46][CH2:47][Cl:48]>>[CH2:1]1[CH2:2][O:3][CH2:4][CH2:5][N:6]1[S:27]([CH2:26][CH:25]([C:24]([O:23][CH2:16][c:17]1[cH:18][cH:19][cH:20][cH:21][cH:22]1)=[O:42])[NH:31][C:32](=[O:33])[O:34][CH2:35][c:36]1[cH:37][cH:38][cH:39][cH:40][cH:41]1)(=[O:28])=[O:29]. Starting materials: CC(=O)O, N#CCc1cc2c(C(=O)NCC34CC5CC(CC(C5)C3)C4)cccn2n1, Cl. Product: O=C(O)Cc1cc2c(C(=O)NCC34CC5CC(CC(C5)C3)C4)cccn2n1. As a reaction SMILES: [C:28]([CH3:29])(=[O:30])[OH:31].[C:2]12([CH2:12][NH:13][C:14](=[O:15])[c:16]3[c:17]4[n:18]([cH:19][cH:20][cH:21]3)[n:22][c:23]([CH2:25][C:26]#[N:27])[cH:24]4)[CH2:3][CH:4]3[CH2:5][CH:6]([CH2:7][CH:8]([CH2:9]1)[CH2:10]3)[CH2:11]2.[ClH:1]>>[C:2]12([CH2:12][NH:13][C:14](=[O:15])[c:16]3[c:17]4[n:18]([cH:19][cH:20][cH:21]3)[n:22][c:23]([CH2:29][C:28](=[O:30])[OH:31])[cH:24]4)[CH2:3][CH:4]3[CH2:5][CH:6]([CH2:7][CH:8]([CH2:9]1)[CH2:10]3)[CH2:11]2.